From a dataset of the Open Reaction Database (ORD), a public repository of structured organic reaction records. describe an organic reaction: reactants, conditions, products, and yield Starting materials: C1=CC=C2C(=C1)C(=O)C(C2=O)(O)O (ninhydrin), Cl.C(CC)C1=CC=C(C=C1)NC(NN)=O (4-(4-propylphenyl)-semicarbazide hydrochloride). Product: C(CC)C1=CC=C(C=C1)NC(NN=C1C(C2=CC=CC=C2C1=O)=O)=O (2-[4-(4-propylphenyl)-semicarbazono]indan-1,3-dione). Reaction SMILES: [CH:1]1[CH:6]=[C:5]2[C:7]([C:9](O)(O)[C:10](=[O:11])[C:4]2=[CH:3][CH:2]=1)=[O:8].Cl.[CH2:15]([C:18]1[CH:23]=[CH:22][C:21]([NH:24][C:25](=[O:28])[NH:26][NH2:27])=[CH:20][CH:19]=1)[CH2:16][CH3:17]>>[CH2:15]([C:18]1[CH:19]=[CH:20][C:21]([NH:24][C:25](=[O:28])[NH:26][N:27]=[C:9]2[C:10](=[O:11])[C:4]3[C:5](=[CH:6][CH:1]=[CH:2][CH:3]=3)[C:7]2=[O:8])=[CH:22][CH:23]=1)[CH2:16][CH3:17] |f:1.2|. Reported procedure: ninhydrin, 4-(4-propylphenyl)-semicarbazide hydrochloride